The task is: describe an organic reaction: reactants, conditions, products, and yield. This data is from the Open Reaction Database (ORD), a public repository of structured organic reaction records. Starting materials: ester, C(C(=O)O)(=O)O (oxalic acid), diethylester, ClCC(=O)OCC (ethyl chloroacetate), CC[O-].[Na+] (sodium ethylate). Product: C(C)OC(C(C(C(=O)O)=O)Cl)=O (α-chloro-β-keto-succinic acid ethyl ester). RXN SMILES: [C:1]([OH:6])(=O)[C:2]([OH:4])=[O:3].[Cl:7][CH2:8][C:9]([O:11][CH2:12][CH3:13])=[O:10].CC[O-].[Na+]>>[CH2:12]([O:11][C:9](=[O:10])[CH:8]([Cl:7])[C:1](=[O:6])[C:2]([OH:4])=[O:3])[CH3:13] |f:2.3|. Procedure details: by ester condensation, e.g. by the reaction of oxalic acid or its diethylester with ethyl chloroacetate in the presence of sodium ethylate, α-chloro-β-keto-succinic acid ethyl ester is obtained in accordance with the following reaction scheme: Starting materials: ClC1=C(C=NC=C1)C(F)F (4-chloro-3-difluoromethylpyridine), [OH-].[Li+] (lithium hydroxide), CO.O1CCCC1.O (methanol tetrahydrofuran water). Product: CC(C(=O)O)(C)OC1=NC=C(C=C1)C(F)F (2-Methyl-2-(5-difluoromethyl-2-pyridyloxy)propionic Acid). As a reaction SMILES: Cl[C:2]1[CH:7]=[CH:6][N:5]=[CH:4][C:3]=1[CH:8]([F:10])[F:9].[OH-:11].[Li+].[CH3:13][OH:14].O1C[CH2:18][CH2:17][CH2:16]1.[OH2:20]>>[CH3:16][C:17]([O:20][C:6]1[CH:7]=[CH:2][C:3]([CH:8]([F:10])[F:9])=[CH:4][N:5]=1)([CH3:18])[C:13]([OH:14])=[O:11] |f:1.2,3.4.5|. Reported procedure: The title compound (1.6 g) was prepared from 4-chloro-3-difluoromethylpyridine (3.0 g) following the procedure described for Reference Example 15 with the following modifications. The ester intermediate was purified by flash column chromatography on silica gel eluting with 0 to 10% ether in hexane. The hydrolysis of the ester to the title compound was effected with lithium hydroxide in methanol/tetrahydrofuran/water. 1H NMR (500 MHz, CD3OD): δ 8.22 (d, 1H), 7.82 (dd, 1H), 6.88 (d, 1H), 6.77 (t, ... Starting materials: COC(COC=1C=NC(=CC1)CO)=O ((6-Hydroxymethyl-pyridin-3-yloxy)-acetic acid methyl ester), COC(CCl)=O (Chloro-acetic acid methyl ester), m-Cl perbenzoic acid, FC(C(=O)OC(C(F)(F)F)=O)(F)F (trifluoroacetic acid anhydride), N (NH3). Solvent: CO (MeOH). The product is OCC1=CC=C(C=N1)OCC(=O)N (2-(6-Hydroxymethyl-pyridin-3-yloxy)-acetamide). The yield is 100.0%. RXN SMILES: C[O:2][C:3](=O)[CH2:4][O:5][C:6]1[CH:7]=[N:8][C:9]([CH2:12][OH:13])=[CH:10][CH:11]=1.COC(=O)CCl.FC(F)(F)C(OC(=O)C(F)(F)F)=O.[NH3:34]>CO>[OH:13][CH2:12][C:9]1[N:8]=[CH:7][C:6]([O:5][CH2:4][C:3]([NH2:34])=[O:2])=[CH:11][CH:10]=1. Reported procedure: 1.25 g (6.35 mmol) of (6-Hydroxymethyl-pyridin-3-yloxy)-acetic acid methyl ester (prepared from 6-methyl-pyridin-3-ol by reaction with: 1) Chloro-acetic acid methyl ester, 2) m-Cl-perbenzoic acid and 3) trifluoroacetic acid anhydride) was treated with 31 ml 7M NH3 in MeOH for 2.5 h at RT. The suspension was evaporated to give 1.19 g (100%) of the title compound as a white solid. MS: 183.3 (MH+). Reactants: CCN(CC)C(=O)NC1CC2c3c(Br)ccc4[nH]cc(c34)CC2N(C)C1, CCOC(=S)[S-], ClCCl, [K+], O=P(Cl)(Cl)Cl. Yields the product CCN(CC)C(=S)NC1CC2c3c(Br)ccc4[nH]cc(c34)CC2N(C)C1. RXN SMILES: [Br:1][c:2]1[cH:3][cH:4][c:5]2[nH:6][cH:7][c:8]3[c:17]2[c:16]1[CH:15]1[CH:10]([CH2:9]3)[N:11]([CH3:26])[CH2:12][CH:13]([NH:18][C:19]([N:20]([CH2:21][CH3:22])[CH2:23][CH3:24])=[O:25])[CH2:14]1.[CH2:32]([O:33][C:34]([S-:35])=[S:36])[CH3:37].[CH2:39]([Cl:40])[Cl:41].[K+:38].[P:27]([Cl:28])([Cl:29])([Cl:30])=[O:31]>>[Br:1][c:2]1[cH:3][cH:4][c:5]2[nH:6][cH:7][c:8]3[c:17]2[c:16]1[CH:15]1[CH:10]([CH2:9]3)[N:11]([CH3:26])[CH2:12][CH:13]([NH:18][C:19]([N:20]([CH2:21][CH3:22])[CH2:23][CH3:24])=[S:36])[CH2:14]1. Reactants: C(C)(=O)OCC (ethyl acetate), COC(C1=C(C=CC=C1I)CBr)=O (2-bromomethyl-6-iodo-benzoic acid methyl ester), C(CCC)C1=CC=C(CN)C=C1 (4-butyl-benzylamine), C(=O)([O-])[O-].[K+].[K+] (K2CO3). Solvent: C1(=CC=CC=C1)C (toluene), CCCCCC (hexane). Reaction conditions: temperature 100 celsius, time 2 hour. The product is IC=1C=CC=C2CN(C(C12)=O)CC1=CC=C(C=C1)CCCC (7-iodo-2-(4-butyl-benzyl)-2,3-dihydro-isoindol-1-one). The yield is 51.8%. As a reaction SMILES: CO[C:3](=[O:13])[C:4]1[C:9]([I:10])=[CH:8][CH:7]=[CH:6][C:5]=1[CH2:11]Br.[CH2:14]([C:18]1[CH:25]=[CH:24][C:21]([CH2:22][NH2:23])=[CH:20][CH:19]=1)[CH2:15][CH2:16][CH3:17].C([O-])([O-])=O.[K+].[K+].C(OCC)(=O)C>C1(C)C=CC=CC=1.CCCCCC>[I:10][C:9]1[CH:8]=[CH:7][CH:6]=[C:5]2[C:4]=1[C:3](=[O:13])[N:23]([CH2:22][C:21]1[CH:24]=[CH:25][C:18]([CH2:14][CH2:15][CH2:16][CH3:17])=[CH:19][CH:20]=1)[CH2:11]2 |f:2.3.4|. Procedure details: A mixture of 2-bromomethyl-6-iodo-benzoic acid methyl ester (0.107 g, 0.3 mmol), 4-butyl-benzylamine (0.088 mL, 0.5 mmol), and K2CO3 (0.083 g, 0.6 mmol) in toluene (5 mL) was heated with stirring at 100° C. for 2 h. Workup and silica gel column chromatography using 30% ethyl acetate in hexane afforded 7-iodo-2-(4-butyl-benzyl)-2,3-dihydro-isoindol-1-one (0.063 g, 50%). 1H NMR (300 MHz, CDCl3): δ (ppm) 0.88 (t, 3H), 1.34 (m, 2H), 1.56 (m, 2H), 2.58 (t, 2H), 4.16 (s, 2H), 4.76 (s, 2H), 7.14-7.36 (... Starting materials: BrCC1CO1, CC#N, ClC(Cl)Cl, [H-], Clc1nc(Nc2ccccc2)nc2nc[nH]c12, [Na+]. Product: Clc1nc(Nc2ccccc2)nc2c1ncn2CC1CO1. RXN SMILES: [Br:20][CH2:21][CH:22]1[CH2:23][O:24]1.[CH3:29][C:30]#[N:31].[CH:25]([Cl:26])([Cl:27])[Cl:28].[H-:1].[NH:3]([c:4]1[cH:5][cH:6][cH:7][cH:8][cH:9]1)[c:10]1[n:11][c:12]([Cl:19])[c:13]2[nH:14][cH:15][n:16][c:17]2[n:18]1.[Na+:2]>>[NH:3]([c:4]1[cH:5][cH:6][cH:7][cH:8][cH:9]1)[c:10]1[n:11][c:12]([Cl:19])[c:13]2[n:14][cH:15][n:16]([CH2:21][CH:22]3[CH2:23][O:24]3)[c:17]2[n:18]1.